From a dataset of the Open Reaction Database (ORD), a public repository of structured organic reaction records. describe an organic reaction: reactants, conditions, products, and yield The reactants are [Br-], C1CCOC1, C[Mg+], COc1cn(-c2cccc3c2OC(F)(F)O3)nc(C(=O)N(C)OC)c1=O. Product: COc1cn(-c2cccc3c2OC(F)(F)O3)nc(C(C)=O)c1=O. Reaction SMILES: [Br-:27].[CH2:30]1[O:31][CH2:32][CH2:33][CH2:34]1.[CH3:28][Mg+:29].[F:1][C:2]1([F:26])[O:3][c:4]2[c:5]([cH:7][cH:8][cH:9][c:10]2-[n:11]2[n:12][c:13]([C:20](=[O:21])[N:22]([O:23][CH3:24])[CH3:25])[c:14](=[O:19])[c:15]([O:17][CH3:18])[cH:16]2)[O:6]1>>[F:1][C:2]1([F:26])[O:3][c:4]2[c:5]([cH:7][cH:8][cH:9][c:10]2-[n:11]2[n:12][c:13]([C:20](=[O:21])[CH3:28])[c:14](=[O:19])[c:15]([O:17][CH3:18])[cH:16]2)[O:6]1. Reactants: ClC1=C(C#N)C=C(C=C1)[N+](=O)[O-] (2-chloro-5-nitrobenzonitrile), CN1CCNCC1 (methylpiperazine). Yields the product NC=1C=CC(=C(C#N)C1)N1CCN(CC1)C (5-amino-2-(4-methylpiperazin-1-yl)benzonitrile). Isolated yield 62.5%. Reaction SMILES: Cl[C:2]1[CH:9]=[CH:8][C:7]([N+:10]([O-])=O)=[CH:6][C:3]=1[C:4]#[N:5].[CH3:13][N:14]1[CH2:19][CH2:18][NH:17][CH2:16][CH2:15]1>>[NH2:10][C:7]1[CH:8]=[CH:9][C:2]([N:17]2[CH2:18][CH2:19][N:14]([CH3:13])[CH2:15][CH2:16]2)=[C:3]([CH:6]=1)[C:4]#[N:5]. Procedure details: By the reaction and treatment in the same manner as in Starting Material Synthetic Example 4 using 2-chloro-5-nitrobenzonitrile (15 g) and methylpiperazine (9.8 g), the title compound (11.1 g) was obtained. melting point: 45-46° C. Starting materials: BrCCc1ccccc1, CCCCc1n[nH]c(=O)n1Cc1ccc(-c2ccccc2C#N)cc1, CN(C)C=O, CCOC(C)=O, [H-], [Na+]. The product is CCCCc1nn(CCc2ccccc2)c(=O)n1Cc1ccc(-c2ccccc2C#N)cc1. RXN SMILES: [Br:33][CH2:34][CH2:35][c:36]1[cH:37][cH:38][cH:39][cH:40][cH:41]1.[CH2:1]([CH2:2][CH2:3][CH3:4])[c:5]1[n:6][nH:7][c:8](=[O:25])[n:9]1[CH2:10][c:11]1[cH:12][cH:13][c:14](-[c:17]2[c:18]([C:23]#[N:24])[cH:19][cH:20][cH:21][cH:22]2)[cH:15][cH:16]1.[CH3:26][N:27]([CH3:28])[CH:29]=[O:30].[CH3:42][CH2:43][O:44][C:45](=[O:46])[CH3:47].[H-:31].[Na+:32]>>[CH2:1]([CH2:2][CH2:3][CH3:4])[c:5]1[n:6][n:7]([CH2:34][CH2:35][c:36]2[cH:37][cH:38][cH:39][cH:40][cH:41]2)[c:8](=[O:25])[n:9]1[CH2:10][c:11]1[cH:12][cH:13][c:14](-[c:17]2[c:18]([C:23]#[N:24])[cH:19][cH:20][cH:21][cH:22]2)[cH:15][cH:16]1. Starting materials: [Li]CCCC (n-BuLi), C1(CC1)N1C(=NN=C1C)C1=CC=NC=C1 (4-(4-cyclopropyl-5-methyl-4H-1,2,4-triazol-3-yl)pyridine), BrC(C)C1=NOC(=N1)C1=CC(=CC=C1)Cl (3-(1-Bromo-ethyl)-5-(3-chloro-phenyl)-[1,2,4]oxadiazole). The solvent is C1CCOC1 (THF), C1CCOC1 (THF). Reaction conditions: temperature -78 celsius, time 2 hour. Product: ClC=1C=C(C=CC1)C1=NC(=NO1)C(CC=1N(C(=NN1)C1=CC=NC=C1)C1CC1)C (4-(5-{2-[5-(3-chlorophenyl)-1,2,4-oxadiazol-3-yl]propyl}-4-cyclopropyl-4H-1,2,4-triazol-3-yl)pyridine). Reaction SMILES: [Li]CCCC.[CH:6]1([N:9]2[C:13]([CH3:14])=[N:12][N:11]=[C:10]2[C:15]2[CH:20]=[CH:19][N:18]=[CH:17][CH:16]=2)[CH2:8][CH2:7]1.Br[CH:22]([C:24]1[N:28]=[C:27]([C:29]2[CH:34]=[CH:33][CH:32]=[C:31]([Cl:35])[CH:30]=2)[O:26][N:25]=1)[CH3:23]>C1COCC1>[Cl:35][C:31]1[CH:30]=[C:29]([C:27]2[O:26][N:25]=[C:24]([CH:22]([CH3:23])[CH2:14][C:13]3[N:9]([CH:6]4[CH2:8][CH2:7]4)[C:10]([C:15]4[CH:20]=[CH:19][N:18]=[CH:17][CH:16]=4)=[N:11][N:12]=3)[N:28]=2)[CH:34]=[CH:33][CH:32]=1. Procedure details: n-BuLi (210 ml, 2.5 M in hex., 0.52 mmol) was added dropwise to a solution of 4-(4-cyclopropyl-5-methyl-4H-1,2,4-triazol-3-yl)pyridine (80 mg, 0.4 mmol) in THF (10 ml) at −78° C. under an atm. of nitrogen. After stirring for 15 min 3-(1-Bromo-ethyl)-5-(3-chloro-phenyl)-[1,2,4]oxadiazole (115 mg, 0.4 mmol) in THF (2 ml) was added. The mixture was stirred for 2 h at −78° C. and then at r.t. for 1 h. The solvent was removed under reduced pressure and the desired product was obtained by prep. HPLC i... Reactants: COc1ccc(Br)c(OC)c1OC, [Li]CCCC, COc1cc(C(=O)Cl)cc(OC)c1OC, C1CCOC1, O. Product: COc1cc(C(=O)c2ccc(OC)c(OC)c2OC)cc(OC)c1OC. RXN SMILES: [Br:1][c:2]1[c:3]([O:12][CH3:13])[c:4]([O:10][CH3:11])[c:5]([O:8][CH3:9])[cH:6][cH:7]1.[CH2:14]([Li:15])[CH2:16][CH2:17][CH3:18].[CH3:19][O:20][c:21]1[cH:22][c:23]([C:24](=[O:25])[Cl:26])[cH:27][c:28]([O:32][CH3:33])[c:29]1[O:30][CH3:31].[O:35]1[CH2:36][CH2:37][CH2:38][CH2:39]1.[OH2:34]>>[c:2]1([C:24]([c:23]2[cH:22][c:21]([O:20][CH3:19])[c:29]([O:30][CH3:31])[c:28]([O:32][CH3:33])[cH:27]2)=[O:25])[c:3]([O:12][CH3:13])[c:4]([O:10][CH3:11])[c:5]([O:8][CH3:9])[cH:6][cH:7]1.